From a dataset of the Open Reaction Database (ORD), a public repository of structured organic reaction records. describe an organic reaction: reactants, conditions, products, and yield The reactants are O=C(O)c1occc1-c1ccc(O)cc1, CC(C)(O)C(C)(C)O, OB(O)c1ccc(O)cc1. Yields the product CCOC(=O)c1occc1-c1ccc(O)cc1. Reaction SMILES: [OH:19][c:20]1[cH:21][cH:22][c:23](-[c:26]2[c:27]([C:31](=[O:32])[OH:33])[o:28][cH:29][cH:30]2)[cH:24][cH:25]1.[OH:1][C:2]([CH3:3])([C:4]([OH:5])([CH3:6])[CH3:7])[CH3:8].[OH:9][c:10]1[cH:11][cH:12][c:13]([B:14]([OH:15])[OH:16])[cH:17][cH:18]1>>[CH2:2]([CH3:3])[O:33][C:31]([c:27]1[c:26](-[c:23]2[cH:22][cH:21][c:20]([OH:19])[cH:25][cH:24]2)[cH:30][cH:29][o:28]1)=[O:32].